Dataset: the Open Reaction Database (ORD), a public repository of structured organic reaction records. Task: describe an organic reaction: reactants, conditions, products, and yield Reactants: N#CCC(=O)Cl, CCNC(=O)Nc1ccc(-c2nc3c(c(N4CCOCC4C)n2)CCNC3)cc1. The product is CCNC(=O)Nc1ccc(-c2nc3c(c(N4CCOCC4C)n2)CCN(C(=O)CC#N)C3)cc1. As a reaction SMILES: [C:30](#[N:31])[CH2:32][C:33](=[O:34])[Cl:35].[CH2:1]([CH3:2])[NH:3][C:4](=[O:5])[NH:6][c:7]1[cH:8][cH:9][c:10](-[c:13]2[n:14][c:15]([N:23]3[CH:24]([CH3:29])[CH2:25][O:26][CH2:27][CH2:28]3)[c:16]3[c:17]([n:18]2)[CH2:19][NH:20][CH2:21][CH2:22]3)[cH:11][cH:12]1>>[CH2:1]([CH3:2])[NH:3][C:4](=[O:5])[NH:6][c:7]1[cH:8][cH:9][c:10](-[c:13]2[n:14][c:15]([N:23]3[CH:24]([CH3:29])[CH2:25][O:26][CH2:27][CH2:28]3)[c:16]3[c:17]([n:18]2)[CH2:19][N:20]([C:33]([CH2:32][C:30]#[N:31])=[O:34])[CH2:21][CH2:22]3)[cH:11][cH:12]1.